This data is from the Open Reaction Database (ORD), a public repository of structured organic reaction records. The task is: describe an organic reaction: reactants, conditions, products, and yield The yield is 97.0%. Product: ClC1=NC=NC2=CC(=C(C=C12)OC)OCC(F)(F)F (4-chloro-6-methoxy-7-(2,2,2-trifluoroethoxy)quinazoline). Reactants: CN(C=O)C (Dimethylformamide), COC=1C=C2C(NC=NC2=CC1OCC(F)(F)F)=O (6-methoxy-7-(2,2,2-trifluoroethoxy)-3,4-dihydroquinazolin-4-one), S(=O)(Cl)Cl (thionyl chloride). As a reaction SMILES: CN(C)C=O.[CH3:6][O:7][C:8]1[CH:9]=[C:10]2[C:15](=[CH:16][C:17]=1[O:18][CH2:19][C:20]([F:23])([F:22])[F:21])[N:14]=[CH:13][NH:12][C:11]2=O.S(Cl)([Cl:27])=O>>[Cl:27][C:11]1[C:10]2[C:15](=[CH:16][C:17]([O:18][CH2:19][C:20]([F:23])([F:22])[F:21])=[C:8]([O:7][CH3:6])[CH:9]=2)[N:14]=[CH:13][N:12]=1. Reported procedure: Dimethylformamide (0.1 ml) was added dropwise to a solution of 6-methoxy-7-(2,2,2-trifluoroethoxy)-3,4-dihydroquinazolin-4-one (15.8 g, 57.7 mmol) in thionyl chloride (200 ml) and the reaction was heated at reflux for 6 hours. The reaction was cooled, excess thionyl chloride was removed in vacuo and the residue was azeotroped with toluene (2×50 ml) to remove the last of the thionyl chloride. The residue was taken up in dichloromethane (550 ml), the solution was washed with saturated aqueous sodi... Starting materials: COC(=O)c1ccc(OC2=C3N=C4CCCCC4=C3C(Cc3cccc(F)c3)C=C2)o1, CCCCCC, ClCCl. Yields the product O=C(O)c1ccc(OC2=C3N=C4CCCCC4=C3C(Cc3cccc(F)c3)C=C2)o1. As a reaction SMILES: [CH3:1][O:2][C:3](=[O:4])[c:5]1[o:6][c:7]([O:10][C:11]2=[C:19]3[C:15](=[C:16]4[C:17](=[N:18]3)[CH2:20][CH2:21][CH2:22][CH2:23]4)[CH:14]([CH2:24][c:25]3[cH:26][c:27]([F:31])[cH:28][cH:29][cH:30]3)[CH:13]=[CH:12]2)[cH:8][cH:9]1.[CH3:32][CH2:33][CH2:34][CH2:35][CH2:36][CH3:37].[Cl:38][CH2:39][Cl:40]>>[O:2]=[C:3]([OH:4])[c:5]1[o:6][c:7]([O:10][C:11]2=[C:19]3[C:15](=[C:16]4[C:17](=[N:18]3)[CH2:20][CH2:21][CH2:22][CH2:23]4)[CH:14]([CH2:24][c:25]3[cH:26][c:27]([F:31])[cH:28][cH:29][cH:30]3)[CH:13]=[CH:12]2)[cH:8][cH:9]1.